Dataset: the Open Reaction Database (ORD), a public repository of structured organic reaction records. Task: describe an organic reaction: reactants, conditions, products, and yield Conditions: temperature 60 celsius, time 8 hour. Procedure: A mixture of 6-(3-chloro-4-fluorobenzyl)-3,4-dihydroxy-N,N-dimethyl-5-oxo-5,6,7,8-tetrahydro-2,6-naphthyridine-1-carboxamide (0.80 g, 2.19 mmol; Example 1, step 9) and magnesium methoxide in methanol (10.6 mL, 6-10% methanol solution available from Aldrich) in DMSO (22 mL) was heated at 60° C. for 30 minutes. Methanol was exhaustively removed under vacuum over 45 minutes. The residual DMSO solution was treated with 1-bromo-4-chlorobutane (1.80 g, 10.50 mmol) and stirred at 60° C. under an atmosp... Reactants: ClC=1C=C(CN2C(C=3C(=C(N=C(C3CC2)C(=O)N(C)C)O)O)=O)C=CC1F (6-(3-chloro-4-fluorobenzyl)-3,4-dihydroxy-N,N-dimethyl-5-oxo-5,6,7,8-tetrahydro-2,6-naphthyridine-1-carboxamide), C[O-].[Mg+2].C[O-] (magnesium methoxide), Cl (HCl), BrCCCCCl (1-bromo-4-chlorobutane). As a reaction SMILES: [Cl:1][C:2]1[CH:3]=[C:4]([CH:24]=[CH:25][C:26]=1[F:27])[CH2:5][N:6]1[CH2:15][CH2:14][C:13]2[C:12]([C:16](N(C)C)=[O:17])=[N:11][C:10]([OH:21])=[C:9]([OH:22])[C:8]=2[C:7]1=[O:23].C[O-:29].[Mg+2].C[O-].Br[CH2:34][CH2:35][CH2:36][CH2:37]Cl.Cl>CO.CS(C)=O>[Cl:1][C:2]1[CH:3]=[C:4]([CH:24]=[CH:25][C:26]=1[F:27])[CH2:5][N:6]1[CH2:15][CH2:14][C:13]2[C:8](=[C:9]([OH:22])[C:10](=[O:21])[N:11]3[CH2:37][CH2:36][CH2:35][CH2:34][O:17][C:16](=[O:29])[C:12]3=2)[C:7]1=[O:23] |f:1.2.3|. Yields the product ClC=1C=C(CN2C(C3=C(C(N4C(=C3CC2)C(OCCCC4)=O)=O)O)=O)C=CC1F (11-(3-Chloro-4-fluorobenzyl)-9-hydroxy-3,4,5,6,12,13-hexahydro-[1,4]oxazocino[3,4-a]-2,6-naphthyridine-1,8,10(11H)-trione). The solvent is CO (methanol), CS(=O)C (DMSO), CS(=O)C (DMSO). Conditions: temperature 70 celsius. RXN SMILES: [CH3:1][N:2]1[C@@H:12]2[CH2:13][C:14]3[CH:19]=[CH:18][C:17]([OH:20])=[C:16]4[O:21][C@H:6]5[C:7]([CH:9]=[CH:10][C@:11]2([OH:22])[C@:5]5([C:15]=34)[CH2:4][CH2:3]1)=[O:8].C(=O)(O)[O-].[Na+].[I-].[Na+].[Br-].Cl.[CH2:32](O)[CH3:33]>CN(C)C=O>[CH2:32]=[CH:33][CH2:1][N:2]1[C@@H:12]2[CH2:13][C:14]3[CH:19]=[CH:18][C:17]([OH:20])=[C:16]4[O:21][C@H:6]5[C:7]([CH2:9][CH2:10][C@:11]2([OH:22])[C@:5]5([C:15]=34)[CH2:4][CH2:3]1)=[O:8] |f:1.2,3.4|. Product: C=CCN1CC[C@]23C4=C5C=CC(=C4O[C@H]2C(=O)CC[C@]3([C@H]1C5)O)O (naloxone), hydrochloride salt. Run in CN(C=O)C (dimethyl formamide). Reactants: [Br-] (bromide), [I-].[Na+] (sodium iodide), C(C)O (ethanol), CN1CC[C@]23[C@@H]4C(=O)C=C[C@]2([C@H]1CC5=C3C(=C(C=C5)O)O4)O (noroxymorphone), C([O-])(O)=O.[Na+] (sodium bicarbonate), Cl (hydrochloric acid). Reported procedure: Steps (S1)-(S3) of Scheme 9 are as described for the corresponding reactions of Scheme 8. In step (S4) of Scheme 9, noroxymorphone prepared as described above is taken up in a solvent, e.g., ethanol or dimethyl formamide, to which sodium bicarbonate, sodium iodide, and ally bromide are added. The mixture is heated to a temperature of about 70° C. and the reaction allowed to proceed until deemed complete. The pH is adjusted with hydrochloric acid and naloxone is isolated as the hydrochloride salt...